This data is from the Open Reaction Database (ORD), a public repository of structured organic reaction records. The task is: describe an organic reaction: reactants, conditions, products, and yield Starting materials: ClC=1C=CC(=C(C1)C1=CC(N(C=C1OC)C(C(=O)O)CCOC(F)(F)F)=O)OC(F)F (2-{4-[5-chloro-2-(difluoromethoxy)phenyl]-5-methoxy-2-oxopyridin-1(2H)-yl}-4-(trifluoromethoxy)butanoic acid), NC1=CC=C(C(=O)OC(C)(C)C)C=C1 (tert-butyl 4-aminobenzoate). Yields the product ClC=1C=CC(=C(C1)C1=CC(N(C=C1OC)C(C(=O)NC1=CC=C(C(=O)OC(C)(C)C)C=C1)CCOC(F)(F)F)=O)OC(F)F (tert-Butyl 4-{[2-{4-[5-chloro-2-(difluoromethoxy)phenyl]-5-methoxy-2-oxopyridin-1(2H)-yl}-4-(trifluoromethoxy)butanoyl]amino}benzoate). RXN SMILES: [Cl:1][C:2]1[CH:3]=[CH:4][C:5]([O:28][CH:29]([F:31])[F:30])=[C:6]([C:8]2[C:13]([O:14][CH3:15])=[CH:12][N:11]([CH:16]([CH2:20][CH2:21][O:22][C:23]([F:26])([F:25])[F:24])[C:17](O)=[O:18])[C:10](=[O:27])[CH:9]=2)[CH:7]=1.[NH2:32][C:33]1[CH:45]=[CH:44][C:36]([C:37]([O:39][C:40]([CH3:43])([CH3:42])[CH3:41])=[O:38])=[CH:35][CH:34]=1>>[Cl:1][C:2]1[CH:3]=[CH:4][C:5]([O:28][CH:29]([F:30])[F:31])=[C:6]([C:8]2[C:13]([O:14][CH3:15])=[CH:12][N:11]([CH:16]([CH2:20][CH2:21][O:22][C:23]([F:26])([F:25])[F:24])[C:17]([NH:32][C:33]3[CH:45]=[CH:44][C:36]([C:37]([O:39][C:40]([CH3:41])([CH3:42])[CH3:43])=[O:38])=[CH:35][CH:34]=3)=[O:18])[C:10](=[O:27])[CH:9]=2)[CH:7]=1. Procedure: 290 mg (purity 93%, 0.57 mmol) of 2-{4-[5-chloro-2-(difluoromethoxy)phenyl]-5-methoxy-2-oxopyridin-1(2H)-yl}-4-(trifluoromethoxy)butanoic acid (racemate) and 122 mg (0.63 mmol, 1.1 eq.) of tert-butyl 4-aminobenzoate were reacted according to General Method 5A. Yield: 195 mg (50% of theory) Starting materials: CC(C)(C)OC(=O)N1CCC(N2C(=O)NCc3cc(Br)ccc32)CC1, CCO, Cc1ccc(C(=O)NC2CC2)cc1B1OC(C)(C)C(C)(C)O1, [Cl-], [Na+], [Na+], O=C([O-])[O-], c1ccc(P(c2ccccc2)(c2ccccc2)[Pd](P(c2ccccc2)(c2ccccc2)c2ccccc2)(P(c2ccccc2)(c2ccccc2)c2ccccc2)P(c2ccccc2)(c2ccccc2)c2ccccc2)cc1. The product is Cc1ccc(C(=O)NC2CC2)cc1-c1ccc2c(c1)CNC(=O)N2C1CCN(C(=O)OC(C)(C)C)CC1. RXN SMILES: [Br:1][c:2]1[cH:3][c:4]2[c:9]([cH:10][cH:11]1)[N:8]([CH:12]1[CH2:13][CH2:14][N:15]([C:18](=[O:19])[O:20][C:21]([CH3:22])([CH3:23])[CH3:24])[CH2:16][CH2:17]1)[C:7](=[O:25])[NH:6][CH2:5]2.[CH3:48][CH2:49][OH:50].[CH:26]1([NH:29][C:30]([c:31]2[cH:32][c:33]([B:38]3[O:39][C:40]([CH3:41])([CH3:42])[C:43]([CH3:44])([CH3:45])[O:46]3)[c:34]([CH3:37])[cH:35][cH:36]2)=[O:47])[CH2:27][CH2:28]1.[Cl-:57].[Na+:51].[Na+:52].[O-:53][C:54](=[O:55])[O-:56].[cH:58]1[cH:59][cH:60][c:61]([P:62]([Pd:63]([P:64]([c:65]2[cH:66][cH:67][cH:68][cH:69][cH:70]2)([c:71]2[cH:72][cH:73][cH:74][cH:75][cH:76]2)[c:77]2[cH:78][cH:79][cH:80][cH:81][cH:82]2)([P:83]([c:84]2[cH:85][cH:86][cH:87][cH:88][cH:89]2)([c:90]2[cH:91][cH:92][cH:93][cH:94][cH:95]2)[c:96]2[cH:97][cH:98][cH:99][cH:100][cH:101]2)[P:102]([c:103]2[cH:104][cH:105][cH:106][cH:107][cH:108]2)([c:109]2[cH:110][cH:111][cH:112][cH:113][cH:114]2)[c:115]2[cH:116][cH:117][cH:118][cH:119][cH:120]2)([c:121]2[cH:122][cH:123][cH:124][cH:125][cH:126]2)[c:127]2[cH:128][cH:129][cH:130][cH:131][cH:132]2)[cH:133][cH:134]1>>[c:2]1(-[c:33]2[cH:32][c:31]([C:30]([NH:29][CH:26]3[CH2:27][CH2:28]3)=[O:47])[cH:36][cH:35][c:34]2[CH3:37])[cH:3][c:4]2[c:9]([cH:10][cH:11]1)[N:8]([CH:12]1[CH2:13][CH2:14][N:15]([C:18](=[O:19])[O:20][C:21]([CH3:22])([CH3:23])[CH3:24])[CH2:16][CH2:17]1)[C:7](=[O:25])[NH:6][CH2:5]2. The reactants are CC(C)O, NC1CCCCC1, CCN(C(C)C)C(C)C, O=[N+]([O-])c1cnc2c(ccn2S(=O)(=O)c2ccccc2)c1Cl. The product is O=[N+]([O-])c1cnc2c(ccn2S(=O)(=O)c2ccccc2)c1NC1CCCCC1. As a reaction SMILES: [CH3:39][CH:40]([OH:41])[CH3:42].[CH:23]1([NH2:29])[CH2:24][CH2:25][CH2:26][CH2:27][CH2:28]1.[CH:30]([N:31]([CH:32]([CH3:33])[CH3:34])[CH2:35][CH3:36])([CH3:37])[CH3:38].[c:1]1([S:7](=[O:8])(=[O:9])[n:10]2[cH:11][cH:12][c:13]3[c:14]2[n:15][cH:16][c:17]([N+:20](=[O:21])[O-:22])[c:18]3[Cl:19])[cH:2][cH:3][cH:4][cH:5][cH:6]1>>[c:1]1([S:7](=[O:8])(=[O:9])[n:10]2[cH:11][cH:12][c:13]3[c:14]2[n:15][cH:16][c:17]([N+:20](=[O:21])[O-:22])[c:18]3[NH:29][CH:23]2[CH2:24][CH2:25][CH2:26][CH2:27][CH2:28]2)[cH:2][cH:3][cH:4][cH:5][cH:6]1. Reactants: COC(C1=C(C=C(C(=O)OC)C=C1)Br)=O (dimethyl-2-bromoterepthalate), [Li]C(C)(C)C (tBuLi), BrC1=CC=C(C=C1)SC (4-Bromothioanisole). The reagents and catalysts are Cl[Ni]([P](C1=CC=CC=C1)(C2=CC=CC=C2)C3=CC=CC=C3)([P](C4=CC=CC=C4)(C5=CC=CC=C5)C6=CC=CC=C6)Cl (bis(triphenylphosphine)nickel(II) chloride), [Cl-].[Cl-].[Zn+2] (ZnCl2). The solvent is O1CCCC1 (tetrahydrofuran), O1CCCC1 (tetrahydrofuran). Run at time 45 minute. Yields the product CC1=C(C=C(C=C1)SC)C1=C(C(=O)OC)C=CC(=C1)C(=O)OC (Dimethyl 2-thioanisylterepthalate). Reaction SMILES: Br[C:2]1[CH:7]=[CH:6][C:5]([S:8][CH3:9])=[CH:4][CH:3]=1.[Li][C:11](C)(C)C.[CH3:15][O:16][C:17](=[O:29])[C:18]1[CH:27]=[CH:26][C:21]([C:22]([O:24][CH3:25])=[O:23])=[CH:20][C:19]=1Br>O1CCCC1.[Cl-].[Cl-].[Zn+2].Cl[Ni](Cl)([P](C1C=CC=CC=1)(C1C=CC=CC=1)C1C=CC=CC=1)[P](C1C=CC=CC=1)(C1C=CC=CC=1)C1C=CC=CC=1>[CH3:11][C:2]1[CH:7]=[CH:6][C:5]([S:8][CH3:9])=[CH:4][C:3]=1[C:19]1[CH:20]=[C:21]([C:22]([O:24][CH3:25])=[O:23])[CH:26]=[CH:27][C:18]=1[C:17]([O:16][CH3:15])=[O:29] |f:4.5.6,^1:40,59|. Procedure: 4-Bromothioanisole (7.1 g) was dissolved in tetrahydrofuran (23 ml). To this solution at -78° C. under nitrogen was added over a ten minute period 1.7M tBuLi (48 ml). After 45 minutes at room temperature, 1M ZnCl2 (41 ml) was added dropwise over a ten minute period. After one half hour at room temperature, bis(triphenylphosphine)nickel(II) chloride (1.4 g) was added followed by dimethyl-2-bromoterepthalate (4.67 g) in tetrahydrofuran (47 ml). The reaction mixture was stirred at room temperature ...